Dataset: the Open Reaction Database (ORD), a public repository of structured organic reaction records. Task: describe an organic reaction: reactants, conditions, products, and yield The reactants are Cl.CN(CCCN=C=NCC)C (1-[3-(dimethylamino)propyl]-3-ethylcarbodiimide hydrochloride), NC1=CC=C(C=C1)C[C@@H](CO)N(C[C@@H](COC1=CC=C(C=C1)OCC1=CC=CC=C1)O)CC1=CC=CC=C1 ((2S)-3-(4-aminophenyl)-2-[N-benzyl-N-[(2S)-3-[4-(benzyloxy)phenoxy]-2-hydroxypropyl]amino]-1-propanol), N1C(=CC=C1)C(=O)O (1H-pyrrole-2-carboxylic acid), O.ON1N=NC2=C1C=CC=C2 (1-hydroxybenzotriazole hydrate). Solvent: 1,2-dichloromethane, C(O)([O-])=O.[Na+] (sodium hydrogencarbonate). Reaction conditions: time 8 hour. The product is C(C1=CC=CC=C1)N(C[C@@H](COC1=CC=C(C=C1)OCC1=CC=CC=C1)O)[C@@H](CC1=CC=C(C=C1)NC(=O)C=1NC=CC1)CO (N-[4-[(2S)-2-[N-benzyl-N-[(2S)-3-[4-(benzyloxy)phenoxy]-2-hydroxypropyl]-amino]-3-hydroxypropyl]phenyl]-1H-pyrrole-2-carboxamide). The yield is 70.9%. RXN SMILES: [NH2:1][C:2]1[CH:7]=[CH:6][C:5]([CH2:8][C@H:9]([N:12]([CH2:32][C:33]2[CH:38]=[CH:37][CH:36]=[CH:35][CH:34]=2)[CH2:13][C@H:14]([OH:31])[CH2:15][O:16][C:17]2[CH:22]=[CH:21][C:20]([O:23][CH2:24][C:25]3[CH:30]=[CH:29][CH:28]=[CH:27][CH:26]=3)=[CH:19][CH:18]=2)[CH2:10][OH:11])=[CH:4][CH:3]=1.[NH:39]1[CH:43]=[CH:42][CH:41]=[C:40]1[C:44](O)=[O:45].O.ON1C2C=CC=CC=2N=N1.Cl.CN(C)CCCN=C=NCC>C(=O)([O-])O.[Na+]>[CH2:32]([N:12]([C@H:9]([CH2:10][OH:11])[CH2:8][C:5]1[CH:6]=[CH:7][C:2]([NH:1][C:44]([C:40]2[NH:39][CH:43]=[CH:42][CH:41]=2)=[O:45])=[CH:3][CH:4]=1)[CH2:13][C@H:14]([OH:31])[CH2:15][O:16][C:17]1[CH:22]=[CH:21][C:20]([O:23][CH2:24][C:25]2[CH:26]=[CH:27][CH:28]=[CH:29][CH:30]=2)=[CH:19][CH:18]=1)[C:33]1[CH:34]=[CH:35][CH:36]=[CH:37][CH:38]=1 |f:2.3,4.5,6.7|. Reported procedure: To a stirred suspension of (2S)-3-(4-aminophenyl)-2-[N-benzyl-N-[(2S)-3-[4-(benzyloxy)phenoxy]-2-hydroxypropyl]amino]-1-propanol (51.3 mg), 1H-pyrrole-2-carboxylic acid (11.9 mg) and 1-hydroxybenzotriazole hydrate (13.5 mg) in 1,2-dichloromethane (1.0 ml) was added 1-[3-(dimethylamino)propyl]-3-ethylcarbodiimide hydrochloride (21.5 mg) under ice-cooling and the resulting mixture was stirred at room temperature overnight. The mixture was diluted with saturated aqueous sodium hydrogencarbonate sol...